This data is from the Open Reaction Database (ORD), a public repository of structured organic reaction records. The task is: describe an organic reaction: reactants, conditions, products, and yield The reactants are COc1cccc(-c2ccc3c(c2)NC(=O)C3)c1, O=Cc1ccccc1O. Product: COc1cccc(-c2ccc3c(c2)NC(=O)C3=Cc2ccccc2O)c1. RXN SMILES: [CH3:1][O:2][c:3]1[cH:4][c:5](-[c:9]2[cH:10][cH:11][c:12]3[c:16]([cH:17]2)[NH:15][C:14](=[O:18])[CH2:13]3)[cH:6][cH:7][cH:8]1.[CH:19](=[O:20])[c:21]1[cH:22][cH:23][cH:24][cH:25][c:26]1[OH:27]>>[CH3:1][O:2][c:3]1[cH:4][c:5](-[c:9]2[cH:10][cH:11][c:12]3[c:16]([cH:17]2)[NH:15][C:14](=[O:18])[C:13]3=[CH:19][c:21]2[cH:22][cH:23][cH:24][cH:25][c:26]2[OH:27])[cH:6][cH:7][cH:8]1. The reactants are CCOC(C)=O, CN=C=O, CCCCCC, Cn1c2c(c3cc(O)ccc31)CCC2NC1CC1, ClCCl, C1CCC2=NCCCN2CC1. Product: CNC(=O)Oc1ccc2c(c1)c1c(n2C)C(NC2CC2)CC1. As a reaction SMILES: [C:34]([O:35][CH2:36][CH3:37])(=[O:38])[CH3:39].[CH3:30][N:31]=[C:32]=[O:33].[CH3:40][CH2:41][CH2:42][CH2:43][CH2:44][CH3:45].[CH:1]1([NH:4][CH:5]2[CH2:6][CH2:7][c:8]3[c:9]2[n:10]([CH3:18])[c:11]2[cH:12][cH:13][c:14]([OH:17])[cH:15][c:16]32)[CH2:2][CH2:3]1.[Cl:46][CH2:47][Cl:48].[N:19]12[CH2:20][CH2:21][CH2:22][N:23]=[C:24]1[CH2:25][CH2:26][CH2:27][CH2:28][CH2:29]2>>[CH:1]1([NH:4][CH:5]2[CH2:6][CH2:7][c:8]3[c:9]2[n:10]([CH3:18])[c:11]2[cH:12][cH:13][c:14]([O:17][C:32]([NH:31][CH3:30])=[O:33])[cH:15][c:16]32)[CH2:2][CH2:3]1. Starting materials: ClCC(C(C)=O)=O (1-chloro-2,3-butanedione), C(=S)N (thioformamide), BrC(C)C(C(CC)=O)=O (2-bromo-3,4hexanedione), C(C)(=S)N (thioacetamide), 4-acetylthiazoles. Yields the product CC=1SC(=C(N1)C(CC)=O)C (2,5-dimethyl-4-propionylthiazole). As a reaction SMILES: ClCC(=O)C(=O)C.C(N)=S.Br[CH:12]([C:14](=O)[C:15](=[O:18])[CH2:16][CH3:17])[CH3:13].[C:20]([NH2:23])(=[S:22])[CH3:21]>>[CH3:21][C:20]1[S:22][C:12]([CH3:13])=[C:14]([C:15](=[O:18])[CH2:16][CH3:17])[N:23]=1. Procedure: It will be appreciated that reaction of 1-chloro-2,3-butanedione with thioformamide will lead to 4-acetylthiazoles, similarly, reaction of 2-bromo-3,4hexanedione with thioacetamide will yield 2,5-dimethyl-4-propionylthiazole. Starting materials: Cl (HCl), I.CSC1=N[C@H]2[C@H](N1)CCCC2 (2-methylthio-trans-3a,4,5,6,7,7a-hexahydro-1H-benzimidazole hydroiodide), C1(=CC=CC=C1)C(CCN)C1=CC=CC=C1 (3,3-diphenylpropylamine), C (charcoal), C (charcoal). Solvent: [OH-].[Na+] (NaOH), C(Cl)Cl (CH2Cl2), CO (methanol), CO (methanol). Conditions: temperature 0 celsius, time 1 hour. Product: Cl.C1(=CC=CC=C1)C(CCNC1=N[C@H]2[C@H](N1)CCCC2)C2=CC=CC=C2 (2-(3,3-diphenylpropylamino)-trans-3a,4,5,6,7,7a-hexahydro-1H-benzimidazole hydrochloride). As a reaction SMILES: I.CS[C:4]1[NH:8][C@@H:7]2[CH2:9][CH2:10][CH2:11][CH2:12][C@H:6]2[N:5]=1.[C:13]1([CH:19]([C:23]2[CH:28]=[CH:27][CH:26]=[CH:25][CH:24]=2)[CH2:20][CH2:21][NH2:22])[CH:18]=[CH:17][CH:16]=[CH:15][CH:14]=1.C.[ClH:30]>CO.[OH-].[Na+].C(Cl)Cl>[ClH:30].[C:23]1([CH:19]([C:13]2[CH:14]=[CH:15][CH:16]=[CH:17][CH:18]=2)[CH2:20][CH2:21][NH:22][C:4]2[NH:8][C@@H:7]3[CH2:9][CH2:10][CH2:11][CH2:12][C@H:6]3[N:5]=2)[CH:24]=[CH:25][CH:26]=[CH:27][CH:28]=1 |f:0.1,6.7,9.10|. Procedure: A flask containing 2-methylthio-trans-3a,4,5,6,7,7a-hexahydro-1H-benzimidazole hydroiodide (3.00 g, 1.01×10-2 mole) and 3,3-diphenylpropylamine (2.13 g, 1.01×10-2 mole) was immersed in an oil bath which had been preheated to ca. 155° C. The reaction was stirred at between 150°-160° C. for 1 hour. The resulting yellow glass was dissolved in methanol. The solution was treated with charcoal which was subsequently removed by filtration through a pad of celite. The filtrate was evaporated at reduced ... Reactants: COC(=O)c1ccc(Br)c(C(F)(F)F)c1, O=C([O-])[O-], Cc1ccccc1, [K+], [K+], O, Cc1ccccc1B(O)O, c1ccc(P(c2ccccc2)(c2ccccc2)[Pd](P(c2ccccc2)(c2ccccc2)c2ccccc2)(P(c2ccccc2)(c2ccccc2)c2ccccc2)P(c2ccccc2)(c2ccccc2)c2ccccc2)cc1. Yields the product COC(=O)c1ccc(-c2ccccc2C)c(C(F)(F)F)c1. Reaction SMILES: [Br:1][c:2]1[c:3]([C:12]([F:13])([F:14])[F:15])[cH:4][c:5]([C:6](=[O:7])[O:8][CH3:9])[cH:10][cH:11]1.[C:26](=[O:27])([O-:28])[O-:29].[CH3:32][c:33]1[cH:34][cH:35][cH:36][cH:37][cH:38]1.[K+:30].[K+:31].[OH2:39].[c:16]1([CH3:25])[c:17]([B:22]([OH:23])[OH:24])[cH:18][cH:19][cH:20][cH:21]1.[cH:40]1[cH:41][cH:42][c:43]([P:44]([Pd:45]([P:46]([c:47]2[cH:48][cH:49][cH:50][cH:51][cH:52]2)([c:53]2[cH:54][cH:55][cH:56][cH:57][cH:58]2)[c:59]2[cH:60][cH:61][cH:62][cH:63][cH:64]2)([P:65]([c:66]2[cH:67][cH:68][cH:69][cH:70][cH:71]2)([c:72]2[cH:73][cH:74][cH:75][cH:76][cH:77]2)[c:78]2[cH:79][cH:80][cH:81][cH:82][cH:83]2)[P:84]([c:85]2[cH:86][cH:87][cH:88][cH:89][cH:90]2)([c:91]2[cH:92][cH:93][cH:94][cH:95][cH:96]2)[c:97]2[cH:98][cH:99][cH:100][cH:101][cH:102]2)([c:103]2[cH:104][cH:105][cH:106][cH:107][cH:108]2)[c:109]2[cH:110][cH:111][cH:112][cH:113][cH:114]2)[cH:115][cH:116]1>>[c:2]1(-[c:17]2[c:16]([CH3:25])[cH:21][cH:20][cH:19][cH:18]2)[c:3]([C:12]([F:13])([F:14])[F:15])[cH:4][c:5]([C:6](=[O:7])[O:8][CH3:9])[cH:10][cH:11]1. Starting materials: CCOC(=O)c1c(O)cc(O)c2ccccc12, CC#N, O=C1CCC(=O)N1Br. Product: CCOC(=O)c1c(O)c(Br)c(O)c2ccccc12. RXN SMILES: [CH2:1]([CH3:2])[O:3][C:4](=[O:5])[c:6]1[c:7]([OH:17])[cH:8][c:9]([OH:16])[c:10]2[cH:11][cH:12][cH:13][cH:14][c:15]12.[CH3:26][C:27]#[N:28].[O:18]=[C:19]1[N:20]([Br:25])[C:21](=[O:22])[CH2:23][CH2:24]1>>[CH2:1]([CH3:2])[O:3][C:4](=[O:5])[c:6]1[c:7]([OH:17])[c:8]([Br:25])[c:9]([OH:16])[c:10]2[cH:11][cH:12][cH:13][cH:14][c:15]12.